describe an organic reaction: reactants, conditions, products, and yield From a dataset of the Open Reaction Database (ORD), a public repository of structured organic reaction records. Reactants: CN(C)C(=O)Oc2ccc1ccccc1c2 (substrate), CC[Si](CC)(CC)B1OC(C)(C)C(C)(C)O1 (effective_coupling_partner). Reagents/catalysts: PCy3. Reaction conditions: temperature 50 celsius, time 15 hour. Yields the product CC[Si](CC)(CC)c2ccc1ccccc1c2. Starting materials: CO, COC(=O)CC(F)(F)F, NN, O. The product is NNC(=O)CC(F)(F)F. Reaction SMILES: [CH3:13][OH:14].[CH3:1][O:2][C:3]([CH2:4][C:5]([F:6])([F:7])[F:8])=[O:9].[NH2:11][NH2:12].[OH2:10]>>[O:2]=[C:3]([CH2:4][C:5]([F:6])([F:7])[F:8])[NH:11][NH2:12]. Starting materials: O=C(OC(=O)C(F)(F)F)C(F)(F)F, CC(N)C1CCC2C3CCC4CC(O)CCC4(C)C3CCC12C, c1ccncc1. Reaction SMILES: [F:1][C:2]([F:3])([F:5])[C:6](=[O:4])[O:7][C:8](=[O:9])[C:10]([F:11])([F:12])[F:13].[NH2:14][CH:15]([CH3:16])[CH:17]1[CH2:18][CH2:19][CH:20]2[CH:21]3[CH2:22][CH2:23][CH:24]4[CH2:25][CH:26]([OH:36])[CH2:27][CH2:28][C:29]4([CH3:30])[CH:31]3[CH2:32][CH2:33][C:34]12[CH3:35].[cH:37]1[cH:38][cH:39][n:40][cH:41][cH:42]1>>[O:4]=[C:15]([CH3:16])[CH:17]1[CH2:18][CH2:19][CH:20]2[CH:21]3[CH2:22][CH2:23][CH:24]4[CH2:25][CH:26]([OH:36])[CH2:27][CH2:28][C:29]4([CH3:30])[CH:31]3[CH2:32][CH2:33][C:34]12[CH3:35]. Yields the product CC(=O)C1CCC2C3CCC4CC(O)CCC4(C)C3CCC12C. Starting materials: CCn1cc(C(=O)O)c(=O)c2cc(F)c(F)c(F)c21, FC1CNCC1CNC1CC1. Product: CCn1cc(C(=O)O)c(=O)c2cc(F)c(N3CC(F)C(CNC4CC4)C3)c(F)c21. As a reaction SMILES: [CH2:1]([CH3:2])[n:3]1[cH:4][c:5]([C:17](=[O:18])[OH:19])[c:6](=[O:16])[c:7]2[cH:8][c:9]([F:15])[c:10]([F:14])[c:11]([F:13])[c:12]12.[CH:20]1([NH:23][CH2:24][CH:25]2[CH2:26][NH:27][CH2:28][CH:29]2[F:30])[CH2:21][CH2:22]1>>[CH2:1]([CH3:2])[n:3]1[cH:4][c:5]([C:17](=[O:18])[OH:19])[c:6](=[O:16])[c:7]2[cH:8][c:9]([F:15])[c:10]([N:27]3[CH2:26][CH:25]([CH2:24][NH:23][CH:20]4[CH2:21][CH2:22]4)[CH:29]([F:30])[CH2:28]3)[c:11]([F:13])[c:12]12. The reactants are CCN1Cc2c(Cl)cc(Cl)cc2C(c2cccc(S(=O)(=O)Cl)c2)C1, ClCCl, [N-]=[N+]=NCCOCCOCCOCCN. The product is CCN1Cc2c(Cl)cc(Cl)cc2C(c2cccc(S(=O)(=O)NCCOCCOCCOCCN=[N+]=[N-])c2)C1. Reaction SMILES: [Cl:16][c:17]1[cH:18][c:19]2[c:24]([c:25]([Cl:27])[cH:26]1)[CH2:23][N:22]([CH2:28][CH3:29])[CH2:21][CH:20]2[c:30]1[cH:31][c:32]([S:36](=[O:37])(=[O:38])[Cl:39])[cH:33][cH:34][cH:35]1.[Cl:40][CH2:41][Cl:42].[N:1](=[N+:2]=[N-:3])[CH2:4][CH2:5][O:6][CH2:7][CH2:8][O:9][CH2:10][CH2:11][O:12][CH2:13][CH2:14][NH2:15]>>[N:1](=[N+:2]=[N-:3])[CH2:4][CH2:5][O:6][CH2:7][CH2:8][O:9][CH2:10][CH2:11][O:12][CH2:13][CH2:14][NH:15][S:36]([c:32]1[cH:31][c:30]([CH:20]2[c:19]3[cH:18][c:17]([Cl:16])[cH:26][c:25]([Cl:27])[c:24]3[CH2:23][N:22]([CH2:28][CH3:29])[CH2:21]2)[cH:35][cH:34][cH:33]1)(=[O:37])=[O:38]. Starting materials: C(C1=CC=CC=C1)(=O)NC=1C=2N=CN([C@H]3[C@H](O)[C@H](O)C(=CF)O3)C2N=CN1 (N6 -benzoyl-4',5'-didehydro-5'-deoxy-5'-fluoroadenosine). The solvent is C(C)O (ethanol). Run at time 14 hour. Yields the product F\C=C/1\[C@H]([C@H]([C@@H](O1)N1C=NC=2C(N)=NC=NC12)O)O ((Z)-4',5'-didehydro-5'-deoxy-5'-fluoroadenosine). Yield: 33.5%. Reaction SMILES: C([NH:9][C:10]1[C:11]2[N:12]=[CH:13][N:14]([C:24]=2[N:25]=[CH:26][N:27]=1)[C@@H:15]1[O:23][C:20](=[CH:21][F:22])[C@@H:18]([OH:19])[C@H:16]1[OH:17])(=O)C1C=CC=CC=1>C(O)C>[F:22]/[CH:21]=[C:20]1/[C@@H:18]([OH:19])[C@@H:16]([OH:17])[C@H:15]([N:14]2[C:24]3[N:25]=[CH:26][N:27]=[C:10]([NH2:9])[C:11]=3[N:12]=[CH:13]2)[O:23]/1. Procedure: Dissolve 83 mg of N6 -benzoyl-4',5'-didehydro-5'-deoxy-5'-fluoroadenosine (lower Rf isomer above) in absolute ethanol, evaporate and redissolve in 6 ml of ethanol. Bubble anhydrous ammonia through the ice cooled solution in a 20 mm×12 cm Carius tube. Seal the tube and remove the ice bath. After 14 hours at room temperature, open the tube and evaporate the solution to give 87 mg of crude product. Triturate in 1 ml of methanol and filter off the solid. Dry the product in vacuo to give 20 mg of the... The reactants are CB1OB(OB(O1)C)C (trimethylboroxine), C([O-])([O-])=O.[K+].[K+] (potassium carbonate), BrC1=CN=C2N1CCN(C2)C(=O)C2=C(C(=CC=C2)C(F)(F)F)Cl (3-bromo-7-{[2-chloro-3-(trifluoromethyl)phenyl]carbonyl}-5,6,7,8-tetrahydroimidazo[1,2-a]pyrazine), Cl.BrC1=CN=C2N1CCN(C2)C(=O)C2=C(C(=CC=C2)C(F)(F)F)Cl (3-bromo-7-{[2-chloro-3-(trifluoromethyl)phenyl]carbonyl}-5,6,7,8-tetrahydroimidazo[1,2-a]pyrazine hydrochloride), Cl (HCl). Reagents/catalysts: [Pd].C1(=CC=CC=C1)P(C1=CC=CC=C1)C1=CC=CC=C1.C1(=CC=CC=C1)P(C1=CC=CC=C1)C1=CC=CC=C1.C1(=CC=CC=C1)P(C1=CC=CC=C1)C1=CC=CC=C1.C1(=CC=CC=C1)P(C1=CC=CC=C1)C1=CC=CC=C1 (tetrakis(triphenylphosphine) palladium (0)). Solvent: O (water), ClCCl (dichloromethane), O1CCOCC1 (1,4-dioxane), O1CCOCC1 (dioxane). Run at temperature 110 celsius. The product is Cl.ClC1=C(C=CC=C1C(F)(F)F)C(=O)N1CC=2N(CC1)C(=CN2)C (7-{[2-chloro-3-(trifluoromethyl)phenyl]carbonyl}-3-methyl-5,6,7,8-tetrahydroimidazo[1,2-a]pyrazine hydrochloride). Yield: 26.3%. RXN SMILES: Br[C:2]1N2CCN(C(C3C=CC=C(C(F)(F)F)C=3[Cl:23])=O)CC2=NC=1.Cl.Br[C:26]1[N:30]2[CH2:31][CH2:32][N:33]([C:35]([C:37]3[CH:42]=[CH:41][CH:40]=[C:39]([C:43]([F:46])([F:45])[F:44])[C:38]=3[Cl:47])=[O:36])[CH2:34][C:29]2=[N:28][CH:27]=1.CB1OB(C)OB(C)O1.C(=O)([O-])[O-].[K+].[K+].Cl>O1CCOCC1.ClCCl.[Pd].C1(P(C2C=CC=CC=2)C2C=CC=CC=2)C=CC=CC=1.C1(P(C2C=CC=CC=2)C2C=CC=CC=2)C=CC=CC=1.C1(P(C2C=CC=CC=2)C2C=CC=CC=2)C=CC=CC=1.C1(P(C2C=CC=CC=2)C2C=CC=CC=2)C=CC=CC=1.O>[ClH:23].[Cl:47][C:38]1[C:39]([C:43]([F:46])([F:45])[F:44])=[CH:40][CH:41]=[CH:42][C:37]=1[C:35]([N:33]1[CH2:32][CH2:31][N:30]2[C:26]([CH3:2])=[CH:27][N:28]=[C:29]2[CH2:34]1)=[O:36] |f:1.2,4.5.6,10.11.12.13.14,16.17|. Procedure: 3-bromo-7-{[2-chloro-3-(trifluoromethyl)phenyl]carbonyl}-5,6,7,8-tetrahydroimidazo[1,2-a]pyrazine (0.204 g, 0.5 mmol, the free base of Example 18) was dissolved in 1,4-dioxane (3 mL), trimethylboroxine (0.084 mL, 0.600 mmol), potassium carbonate (0.104 g, 0.750 mmol) and tetrakis(triphenylphosphine) palladium (0) (0.058 g, 0.050 mmol) were added. The mixture was heated at 110° C. for 16 h. The mixture was poured on to water (100 ml) and extracted in to ethyl acetate (3×50 ml). Combined extracts ... The reactants are C1=CC=CC=C1 (benzene), ClC=1C=CC(=C(C=O)C1)[N+](=O)[O-] (5-chloro-2-nitrobenzaldehyde), Wittig reagent, crude product, CCCCCC.C(C)(=O)OCC (hexane ethyl acetate). The product is ClC=1C=CC(=C(C1)C=C(C(=O)OCC)C)[N+](=O)[O-] (ethyl 3-(5-chloro-2-nitrophenyl)-2-methyl-2-propenate), crystal. Yield: 98.0%. RXN SMILES: [CH:1]1C=CC=CC=1.[Cl:7][C:8]1[CH:9]=[CH:10][C:11]([N+:16]([O-:18])=[O:17])=[C:12]([CH:15]=1)[CH:13]=O.CCCCCC.[C:25]([O:28][CH2:29][CH3:30])(=[O:27])[CH3:26]>>[Cl:7][C:8]1[CH:9]=[CH:10][C:11]([N+:16]([O-:18])=[O:17])=[C:12]([CH:13]=[C:26]([CH3:1])[C:25]([O:28][CH2:29][CH3:30])=[O:27])[CH:15]=1 |f:2.3|. Procedure: To 200 ml of benzene, 10.0 g (53.8 mmol) of 5-chloro-2-nitrobenzaldehyde (manufactured by Aldrich Chemical Co., Inc.) and 18.1 g (50.0 mmol) of Wittig reagent (carbethoxyethylidene triphenylphosphorane, manufactured by Aldrich Chemical Co., Inc.) were added, and the mixture was stirred at room temperature for one night. After the completion of the reaction was verified by TLC, the reaction liquid was concentrated, whereby a crude product was obtained. This crude product was refined by a column c... The reactants are BrB(Br)Br, COC(=O)c1cnc(OC2CCCC2)c(-c2ccccn2)c1, ClCCl. The product is COC(=O)c1c[nH]c(=O)c(-c2ccccn2)c1. As a reaction SMILES: [B:1]([Br:2])([Br:3])[Br:4].[CH:5]1([O:10][c:11]2[n:12][cH:13][c:14]([C:15](=[O:16])[O:17][CH3:18])[cH:19][c:20]2-[c:21]2[n:22][cH:23][cH:24][cH:25][cH:26]2)[CH2:6][CH2:7][CH2:8][CH2:9]1.[Cl:27][CH2:28][Cl:29]>>[O:10]=[c:11]1[nH:12][cH:13][c:14]([C:15](=[O:16])[O:17][CH3:18])[cH:19][c:20]1-[c:21]1[n:22][cH:23][cH:24][cH:25][cH:26]1.